This data is from the Open Reaction Database (ORD), a public repository of structured organic reaction records. The task is: describe an organic reaction: reactants, conditions, products, and yield Reactants: ClC1=C(NC2=C(C=C(C=C2[N+](=O)[O-])[N+](=O)[O-])C(F)(F)F)C=C(C=C1)C(F)(F)F (2-[2'-chloro-5'-(trifluoromethyl)anilino]-3,5-dinitrobenzotrifluoride), [H-].[Na+] (sodium hydride), ClSN(S(=O)(=O)C1=CC=C(C=C1)C)C (N-chlorothio-N-methyl-p-toluenesulfonamide). The solvent is C1CCOC1 (THF), C1CCOC1 (THF). Reaction conditions: time 30 minute. Yields the product ClC1=C(C=C(C=C1)C(F)(F)F)N(SN(S(=O)(=O)C1=CC=C(C=C1)C)C)C1=C(C=C(C=C1C(F)(F)F)[N+](=O)[O-])[N+](=O)[O-] (N-[N-[2-chloro-5-(trifluoromethyl)-phenyl]-N-[2,4-dinitro-6-(trifluoromethyl)phenyl]-aminothio]-N,4-dimethylbenzenesulfonamide). The yield is 66.6%. As a reaction SMILES: [H-].[Na+].[Cl:3][C:4]1[CH:26]=[CH:25][C:24]([C:27]([F:30])([F:29])[F:28])=[CH:23][C:5]=1[NH:6][C:7]1[C:12]([N+:13]([O-:15])=[O:14])=[CH:11][C:10]([N+:16]([O-:18])=[O:17])=[CH:9][C:8]=1[C:19]([F:22])([F:21])[F:20].Cl[S:32][N:33]([CH3:44])[S:34]([C:37]1[CH:42]=[CH:41][C:40]([CH3:43])=[CH:39][CH:38]=1)(=[O:36])=[O:35]>C1COCC1>[Cl:3][C:4]1[CH:26]=[CH:25][C:24]([C:27]([F:28])([F:29])[F:30])=[CH:23][C:5]=1[N:6]([C:7]1[C:8]([C:19]([F:22])([F:21])[F:20])=[CH:9][C:10]([N+:16]([O-:18])=[O:17])=[CH:11][C:12]=1[N+:13]([O-:15])=[O:14])[S:32][N:33]([CH3:44])[S:34]([C:37]1[CH:42]=[CH:41][C:40]([CH3:43])=[CH:39][CH:38]=1)(=[O:36])=[O:35] |f:0.1|. Reported procedure: To a suspension of 0.25 g sodium hydride in 20 ml anhydrous THF was added 3.2 g of 2-[2'-chloro-5'-(trifluoromethyl)anilino]-3,5-dinitrobenzotrifluoride, in portions, at 10° to 20° C. After stirring for 30 minutes, a solution of 2 g of N-chlorothio-N-methyl-p-toluenesulfonamide in 20 ml dry THF was added rapidly at a temperature below -20° C. The mixture was stirred in an ice bath for 30 minutes, then quenched by careful addition of ether and water. The organic phase was washed once with water, ... Yields the product C(C)(C)C1=C(C(=CC=C1)C(C)C)NS(=O)(=O)CC(=O)NC(C1=CC=CC=C1)C1=CC=CC=C1 (2-(2,6-Diisopropylphenylsulfamoyl)-N-diphenylmethylacetamide). Procedure: This compound was prepared in the same manner as for the title compound of Example 2, except that 2-DAT was replaced with diphenylmethylamine, mp 166°-167° C. RXN SMILES: [CH:1]([C:4]1[CH:9]=[CH:8][CH:7]=[C:6]([CH:10]([CH3:12])[CH3:11])[C:5]=1[NH:13][S:14]([CH2:17][C:18](NC1N=NN(CCCCCCCCCCCC)N=1)=[O:19])(=[O:16])=[O:15])([CH3:3])[CH3:2].[C:38]1([CH:44]([NH2:51])[C:45]2[CH:50]=[CH:49][CH:48]=[CH:47][CH:46]=2)[CH:43]=[CH:42][CH:41]=[CH:40][CH:39]=1>>[CH:10]([C:6]1[CH:7]=[CH:8][CH:9]=[C:4]([CH:1]([CH3:3])[CH3:2])[C:5]=1[NH:13][S:14]([CH2:17][C:18]([NH:51][CH:44]([C:45]1[CH:46]=[CH:47][CH:48]=[CH:49][CH:50]=1)[C:38]1[CH:43]=[CH:42][CH:41]=[CH:40][CH:39]=1)=[O:19])(=[O:16])=[O:15])([CH3:11])[CH3:12]. Reactants: C(C)(C)C1=C(C(=CC=C1)C(C)C)NS(=O)(=O)CC(=O)NC=1N=NN(N1)CCCCCCCCCCCC (2-(2,6-Diisopropyl-phenylsulfamoyl)-N-(dodecyl-2-H-tetrazol-5-yl)-acetamide), C1(=CC=CC=C1)C(C1=CC=CC=C1)N (diphenylmethylamine). Reactants: C(C)(=O)N1C2=CC(=CC=C2C=2C=CC(=CC12)I)I (9-acetyl-2,7-diiodocarbazole), C1=CC=CC=2C3=CC=CC=C3NC12 (carbazole). Reagents/catalysts: [Cu]=O (copper oxide). Solvent: N,N′-dimethylacetamide. Run at temperature 170 celsius. The product is C1(=CC=CC=2C3=CC=CC=C3NC12)C1=CC=2NC3=CC(=CC=C3C2C=C1)C1=CC=CC=2C3=CC=CC=C3NC12 (2,7-dicarbazolylcarbazole). Isolated yield 139.0%. Reaction SMILES: C([N:4]1[C:16]2[CH:15]=[C:14](I)[CH:13]=[CH:12][C:11]=2[C:10]2[C:5]1=[CH:6][C:7](I)=[CH:8][CH:9]=2)(=O)C.[CH:19]1[C:31]2[NH:30][C:29]3[C:24](=[CH:25][CH:26]=[CH:27][CH:28]=3)[C:23]=2[CH:22]=[CH:21][CH:20]=1>[Cu]=O>[C:15]1([C:20]2[CH:21]=[CH:22][C:23]3[C:24]4[C:29](=[CH:28][C:27]([C:6]5[C:5]6[NH:4][C:16]7[C:11](=[CH:12][CH:13]=[CH:14][CH:15]=7)[C:10]=6[CH:9]=[CH:8][CH:7]=5)=[CH:26][CH:25]=4)[NH:30][C:31]=3[CH:19]=2)[C:16]2[NH:4][C:5]3[C:10](=[CH:9][CH:8]=[CH:7][CH:6]=3)[C:11]=2[CH:12]=[CH:13][CH:14]=1. Procedure details: A mixture of 4.0 g of 9-acetyl-2,7-diiodocarbazole and 2.2 g of carbazole were stirred together in 20 ml N,N′-dimethylacetamide. To this was added 1.6 g of copper oxide and heated to 170° C. for 24 h. The reaction was quenched with water and the solid was filtered, washed with methanol, and dried under vacuum. The solid (6 g) was then taken up for further deprotection using 1.2 g KOH with THF (6 ml), methanol (12 ml) and water (12 ml) at reflux temperature. The reaction mixture was then extracte...